The task is: describe an organic reaction: reactants, conditions, products, and yield. This data is from the Open Reaction Database (ORD), a public repository of structured organic reaction records. The reactants are BrBr, Clc1cc(NC2=NCCN2)cc2[nH]cnc12. Yields the product Clc1cc(NC2=NCCN2)c(Br)c2[nH]cnc12. RXN SMILES: [Br:17][Br:18].[Cl:1][c:2]1[cH:3][c:4]([NH:11][C:12]2=[N:16][CH2:15][CH2:14][NH:13]2)[cH:5][c:6]2[c:7]1[n:8][cH:9][nH:10]2>>[Cl:1][c:2]1[cH:3][c:4]([NH:11][C:12]2=[N:16][CH2:15][CH2:14][NH:13]2)[c:5]([Br:17])[c:6]2[c:7]1[n:8][cH:9][nH:10]2. Reactants: CS(=O)(=O)Cl (methanesulfonyl chloride), OCCC1=CC2=CC(=C(C(=C2C=C1)OC)OC)OC (2-(2-Hydroxyethyl)-5,6,7-trimethoxynaphthalene), Cl (hydrochloric acid). Run in N1=CC=CC=C1 (pyridine). Reaction conditions: time 2 hour. Product: CS(=O)(=O)OCCC1=CC2=CC(=C(C(=C2C=C1)OC)OC)OC (2-(2-methanesulfonyloxyethyl)-5,6,7-trimethoxynaphthalene). Reaction SMILES: [OH:1][CH2:2][CH2:3][C:4]1[CH:13]=[CH:12][C:11]2[C:6](=[CH:7][C:8]([O:18][CH3:19])=[C:9]([O:16][CH3:17])[C:10]=2[O:14][CH3:15])[CH:5]=1.[CH3:20][S:21](Cl)(=[O:23])=[O:22].Cl>N1C=CC=CC=1>[CH3:20][S:21]([O:1][CH2:2][CH2:3][C:4]1[CH:13]=[CH:12][C:11]2[C:6](=[CH:7][C:8]([O:18][CH3:19])=[C:9]([O:16][CH3:17])[C:10]=2[O:14][CH3:15])[CH:5]=1)(=[O:23])=[O:22]. Procedure: 2-(2-Hydroxyethyl)-5,6,7-trimethoxynaphthalene (1.26 g) was dissolved in pyridine (5 mL), methanesulfonyl chloride (715 mg) was added at 0° C. to the solution, and the mixture was stirred at room temperature for 2 hours. The reaction mixture was acidified with hydrochloric acid and extracted with ethyl acetate. The resultant extract was washed with water and saturated brine. The solvent was distilled off under reduced pressure, and the residue was purified by column chromatography on silica gel ... The reactants are COC(=O)[C@@H]1CN(C(C1)=O)C1=CC=C(C=C1)OCC1=CC(=CC=C1)F ((S)-1-[4-(3-fluoro-benzyloxy)-phenyl]-5-oxo-pyrrolidine-3-carboxylic acid methyl ester), Cl (hydrochloric acid). Run in O1CCOCC1 (dioxane). Reaction conditions: temperature 50 celsius. The product is FC=1C=C(COC2=CC=C(C=C2)N2C[C@H](CC2=O)C(=O)O)C=CC1 ((S)-1-[4-(3-fluoro-benzyloxy)-phenyl]-5-oxo-pyrrolidine-3-carboxylic acid). As a reaction SMILES: C[O:2][C:3]([C@H:5]1[CH2:9][C:8](=[O:10])[N:7]([C:11]2[CH:16]=[CH:15][C:14]([O:17][CH2:18][C:19]3[CH:24]=[CH:23][CH:22]=[C:21]([F:25])[CH:20]=3)=[CH:13][CH:12]=2)[CH2:6]1)=[O:4].Cl>O1CCOCC1>[F:25][C:21]1[CH:20]=[C:19]([CH:24]=[CH:23][CH:22]=1)[CH2:18][O:17][C:14]1[CH:13]=[CH:12][C:11]([N:7]2[C:8](=[O:10])[CH2:9][C@H:5]([C:3]([OH:4])=[O:2])[CH2:6]2)=[CH:16][CH:15]=1. Procedure: A solution of 74.6 mmol of (S)-1-[4-(3-fluoro-benzyloxy)-phenyl]-5-oxo-pyrrolidine-3-carboxylic acid methyl ester in 650 ml of dioxane was treated with 175 ml of hydrochloric acid (37%). The mixture was heated at 50° C. for 18 h in a closed flask. The solution was evaporated under reduced pressure to yield the crude acid as a yellow solid. The crude acid was triturated at 0° C. in 50 ml of ethyl acetate. The solid was collected on a filter funnel and then dried under high vacuum to yield (S)-1-[... Starting materials: O=[N+]([O-])c1ccc(Oc2ccccc2)c(Cl)c1Oc1ccccc1, NCc1ccc(Cl)cc1, C1COCCO1. The product is O=[N+]([O-])c1ccc(Oc2ccccc2)c(Cl)c1NCc1ccc(Cl)cc1. As a reaction SMILES: [Cl:1][c:2]1[c:3]([O:18][c:19]2[cH:20][cH:21][cH:22][cH:23][cH:24]2)[cH:4][cH:5][c:6]([N+:15](=[O:16])[O-:17])[c:7]1[O:8][c:9]1[cH:10][cH:11][cH:12][cH:13][cH:14]1.[Cl:25][c:26]1[cH:27][cH:28][c:29]([CH2:30][NH2:31])[cH:32][cH:33]1.[O:34]1[CH2:35][CH2:36][O:37][CH2:38][CH2:39]1>>[Cl:1][c:2]1[c:3]([O:18][c:19]2[cH:20][cH:21][cH:22][cH:23][cH:24]2)[cH:4][cH:5][c:6]([N+:15](=[O:16])[O-:17])[c:7]1[NH:31][CH2:30][c:29]1[cH:28][cH:27][c:26]([Cl:25])[cH:33][cH:32]1. Starting materials: 88.7, ClC(C1=CC=C(C=C1)[N+](=O)[O-])C1=CC=CC=C1 (1-[chlorophenylmethyl]-4-nitrobenzene), N1C=NC=C1 (1H-imidazole). Solvent: C(C)#N (acetonitrile). Reaction conditions: time 24 hour. Yields the product 53, [N+](=O)([O-])C1=CC=C(C=C1)C(N1C=NC=C1)C1=CC=CC=C1 (1-[(4-nitrophenyl)phenylmethyl]-1H-imidazole). Isolated yield 53.0%. As a reaction SMILES: Cl[CH:2]([C:12]1[CH:17]=[CH:16][CH:15]=[CH:14][CH:13]=1)[C:3]1[CH:8]=[CH:7][C:6]([N+:9]([O-:11])=[O:10])=[CH:5][CH:4]=1.[NH:18]1[CH:22]=[CH:21][N:20]=[CH:19]1>C(#N)C>[N+:9]([C:6]1[CH:7]=[CH:8][C:3]([CH:2]([C:12]2[CH:17]=[CH:16][CH:15]=[CH:14][CH:13]=2)[N:18]2[CH:22]=[CH:21][N:20]=[CH:19]2)=[CH:4][CH:5]=1)([O-:11])=[O:10]. Procedure details: To a stirred solution of 88.7 parts of 1-[chlorophenylmethyl]-4-nitrobenzene in 790 parts of acetonitrile were added 121.8 parts of 1H-imidazole. After stirring for 24 hours at reflux temperature, the reaction mixture was evaporated. The residue was taken up in methylbenzene. This solution was washed with K2CO3 (aq.), dried, filtered and evaporated. The residue was purified by column chromatography (silica gel; CH2Cl2 /CH3OH 98:2). The eluent of the desired fraction was evaporated, yielding 53 p... The reactants are COc1ccc(S(=O)(=O)Cl)c([N+](=O)[O-])c1, ClCCl, Nc1ccccc1NS(=O)(=O)c1cc2ccccc2s1, c1ccncc1. Yields the product COc1ccc(S(=O)(=O)Nc2ccccc2NS(=O)(=O)c2cc3ccccc3s2)c([N+](=O)[O-])c1. Reaction SMILES: [CH3:21][O:22][c:23]1[cH:24][c:25]([N+:33](=[O:34])[O-:35])[c:26]([S:29](=[O:30])(=[O:31])[Cl:32])[cH:27][cH:28]1.[Cl:36][CH2:37][Cl:38].[NH2:1][c:2]1[c:3]([NH:8][S:9](=[O:10])(=[O:11])[c:12]2[cH:13][c:14]3[c:15]([s:16]2)[cH:17][cH:18][cH:19][cH:20]3)[cH:4][cH:5][cH:6][cH:7]1.[cH:39]1[cH:40][cH:41][n:42][cH:43][cH:44]1>>[NH:1]([c:2]1[c:3]([NH:8][S:9](=[O:10])(=[O:11])[c:12]2[cH:13][c:14]3[c:15]([s:16]2)[cH:17][cH:18][cH:19][cH:20]3)[cH:4][cH:5][cH:6][cH:7]1)[S:29]([c:26]1[c:25]([N+:33](=[O:34])[O-:35])[cH:24][c:23]([O:22][CH3:21])[cH:28][cH:27]1)(=[O:30])=[O:31].